From a dataset of the Open Reaction Database (ORD), a public repository of structured organic reaction records. describe an organic reaction: reactants, conditions, products, and yield Starting materials: FC(F)(F)CCCBr, O=C(c1ccc(O)cc1)N1CCCC1CN1CCCC1. The product is O=C(c1ccc(OCCCC(F)(F)F)cc1)N1CCCC1CN1CCCC1. Reaction SMILES: [Br:21][CH2:22][CH2:23][CH2:24][C:25]([F:26])([F:27])[F:28].[OH:1][c:2]1[cH:3][cH:4][c:5]([C:8](=[O:9])[N:10]2[CH:11]([CH2:15][N:16]3[CH2:17][CH2:18][CH2:19][CH2:20]3)[CH2:12][CH2:13][CH2:14]2)[cH:6][cH:7]1>>[O:1]([c:2]1[cH:3][cH:4][c:5]([C:8](=[O:9])[N:10]2[CH:11]([CH2:15][N:16]3[CH2:17][CH2:18][CH2:19][CH2:20]3)[CH2:12][CH2:13][CH2:14]2)[cH:6][cH:7]1)[CH2:22][CH2:23][CH2:24][C:25]([F:26])([F:27])[F:28]. Reactants: C(C)P(OCCCC)[O-] (butyl ethylphosphonite), C(C=C)=O (2-propenal), [O-]CCCC.[Na+] (sodium butoxide). Yields the product C(C)P(OCCCC)(=O)CCC=O (butyl ethyl(2-formylethyl)phosphinate). Yield: 88.9%. As a reaction SMILES: [CH2:1]([P:3]([O-:9])[O:4][CH2:5][CH2:6][CH2:7][CH3:8])[CH3:2].[CH:10](=[O:13])[CH:11]=[CH2:12].[O-]CCCC.[Na+]>>[CH2:1]([P:3]([CH2:12][CH2:11][CH:10]=[O:13])(=[O:9])[O:4][CH2:5][CH2:6][CH2:7][CH3:8])[CH3:2] |f:2.3|. Procedure: A 1 l five-neck flask equipped with thermometer, reflux condenser, high-performance stirrer and dropping funnel was initially charged with 447 g (3 mol) of butyl ethylphosphonite (produced as in Example 3) and 168 g (3 mol) of 2-propenal. While stirring, 15 ml of sodium butoxide (30% in butanol) are added dropwise at such a rate that a reaction temperature of max. 120° C. becomes established. The crude product thus obtained is distilled in vacuo to obtain 550 g (89% of theory) of butyl ethyl(2-f... As a reaction SMILES: [CH2:51]([Cl:52])[Cl:53].[CH3:47][C:48]([CH3:49])=[O:50].[Cl:25][c:26]1[c:27]([CH2:28][P:29](=[O:30])([O:31][CH2:32][CH3:33])[O:34][CH2:35][CH3:36])[cH:37][cH:38][cH:39][cH:40]1.[ClH:41].[H-:1].[Na+:2].[O:3]=[C:4]1[C:5]2([CH3:6])[CH:7]([CH2:8][CH2:9]1)[CH:10]1[CH2:11][CH2:12][CH:13]3[CH:14]([CH3:24])[C:15](=[O:23])[CH2:16][CH2:17][C:18]3([CH3:19])[CH:20]1[CH2:21][CH2:22]2.[O:42]=[CH:43][N:44]([CH3:45])[CH3:46]>>[C:4]1(=[CH:28][c:27]2[c:26]([Cl:25])[cH:40][cH:39][cH:38][cH:37]2)[C:5]2([CH3:6])[CH:7]([CH2:8][CH2:9]1)[CH:10]1[CH2:11][CH2:12][CH:13]3[CH:14]([CH3:24])[C:15](=[O:23])[CH2:16][CH2:17][C:18]3([CH3:19])[CH:20]1[CH2:21][CH2:22]2. The product is CC1C(=O)CCC2(C)C1CCC1C3CCC(=Cc4ccccc4Cl)C3(C)CCC12. Reactants: ClCCl, CC(C)=O, CCOP(=O)(Cc1ccccc1Cl)OCC, Cl, [H-], [Na+], CC1C(=O)CCC2(C)C1CCC1C3CCC(=O)C3(C)CCC12, CN(C)C=O. Starting materials: OC(=O)C(F)(F)F.N1(CCNCC1)CC=1N=NC=2C(N1)=C(N=C(N2)N)N (3-Piperazin-1-ylmethyl-pyrimido[5,4-e][1,2,4]triazine-5,7-diamine TFA salt), FC(C1=CC=C(CBr)C=C1)(F)F (p-trifluoromethylbenzyl bromide), CC#N.O (CH3CN H2O), C([O-])([O-])=O.[K+].[K+] (potassium carbonate). Run in CN(C)C=O (DMF). Reaction conditions: time 24 hour. Product: FC(C1=CC=C(CN2CCN(CC2)CC=2N=NC=3C(N2)=C(N=C(N3)N)N)C=C1)(F)F (3-[4-(4-Trifluoromethyl-benzyl)-piperazin-1-ylmethyl]-pyrimido[5,4-e][1,2,4]triazine-5,7-diamine). The yield is 65.6%. Reaction SMILES: OC(C(F)(F)F)=O.[N:8]1([CH2:14][C:15]2[N:16]=[N:17][C:18]3[C:19](=[C:21]([NH2:26])[N:22]=[C:23]([NH2:25])[N:24]=3)[N:20]=2)[CH2:13][CH2:12][NH:11][CH2:10][CH2:9]1.[F:27][C:28]([F:38])([F:37])[C:29]1[CH:36]=[CH:35][C:32]([CH2:33]Br)=[CH:31][CH:30]=1.C(=O)([O-])[O-].[K+].[K+].CC#N.O>CN(C=O)C>[F:27][C:28]([F:37])([F:38])[C:29]1[CH:36]=[CH:35][C:32]([CH2:33][N:11]2[CH2:12][CH2:13][N:8]([CH2:14][C:15]3[N:16]=[N:17][C:18]4[C:19](=[C:21]([NH2:26])[N:22]=[C:23]([NH2:25])[N:24]=4)[N:20]=3)[CH2:9][CH2:10]2)=[CH:31][CH:30]=1 |f:0.1,3.4.5,6.7|. Reported procedure: To a stirred solution of 3-Piperazin-1-ylmethyl-pyrimido[5,4-e][1,2,4]triazine-5,7-diamine TFA salt 5 (50 mg; 0.08 mmol; prepared in EXAMPLE 4) in dry DMF (1.0 mL) was added p-trifluoromethylbenzyl bromide (0.021 mL; 0.14 mmol) followed by potassium carbonate (55 mg; 0.40 mmol). The mixture was allowed to stir for 24 h at room temperature then taken up into CH3CN/H2O/0.1% TFA. The mixture was purified by reverse phase HPLC (Rainin C18, 0% CH3CN to 50% CH3CN gradient, CH3CN/H2O, 0.1% TFA) and the... Reactants: NCCC1=CC=CC2=CC=CC=C12 (1-(2-aminoethyl)naphthalene), ClC1=CC=C(C=C1)S(=O)(=O)Cl (4-chlorobenzenesulphonic acid chloride). Product: ClC1=CC=C(C=C1)S(=O)(=O)NCCC1=CC=CC2=CC=CC=C12 (1-(2-(p-Chlorobenzenesulphonylamino)ethyl)naphthalene). Reaction SMILES: [NH2:1][CH2:2][CH2:3][C:4]1[C:13]2[C:8](=[CH:9][CH:10]=[CH:11][CH:12]=2)[CH:7]=[CH:6][CH:5]=1.[Cl:14][C:15]1[CH:20]=[CH:19][C:18]([S:21](Cl)(=[O:23])=[O:22])=[CH:17][CH:16]=1>>[Cl:14][C:15]1[CH:20]=[CH:19][C:18]([S:21]([NH:1][CH2:2][CH2:3][C:4]2[C:13]3[C:8](=[CH:9][CH:10]=[CH:11][CH:12]=3)[CH:7]=[CH:6][CH:5]=2)(=[O:23])=[O:22])=[CH:17][CH:16]=1. Procedure: Prepared from 1-(2-aminoethyl)naphthalene and 4-chlorobenzenesulphonic acid chloride analogously to Example 1a. The crude product was purified by column chromatography on silica gel using ethylene chloride/cyclohexane (2:1).